Dataset: the Open Reaction Database (ORD), a public repository of structured organic reaction records. Task: describe an organic reaction: reactants, conditions, products, and yield The reactants are C1CCOC1, COC(OC)c1cc(Oc2cccc(NS(=O)(=O)c3ccccc3)c2)ccc1[N+](=O)[O-], Cl, O. Yields the product O=Cc1cc(Oc2cccc(NS(=O)(=O)c3ccccc3)c2)ccc1[N+](=O)[O-]. Reaction SMILES: [CH2:33]1[O:34][CH2:35][CH2:36][CH2:37]1.[CH3:1][O:2][CH:3]([c:4]1[cH:5][c:6]([O:7][c:8]2[cH:9][c:10]([NH:14][S:15](=[O:16])(=[O:17])[c:18]3[cH:19][cH:20][cH:21][cH:22][cH:23]3)[cH:11][cH:12][cH:13]2)[cH:24][cH:25][c:26]1[N+:27](=[O:28])[O-:29])[O:30][CH3:31].[ClH:32].[OH2:38]>>[O:2]=[CH:3][c:4]1[cH:5][c:6]([O:7][c:8]2[cH:9][c:10]([NH:14][S:15](=[O:16])(=[O:17])[c:18]3[cH:19][cH:20][cH:21][cH:22][cH:23]3)[cH:11][cH:12][cH:13]2)[cH:24][cH:25][c:26]1[N+:27](=[O:28])[O-:29]. Starting materials: CCOC(=O)Cc1cccc(Oc2ccc(F)cc2CO)c1, C1COCCO1, BrP(Br)Br. Product: CCOC(=O)Cc1cccc(Oc2ccc(F)cc2CBr)c1. RXN SMILES: [CH2:1]([CH3:2])[O:3][C:4]([CH2:5][c:6]1[cH:7][c:8]([O:12][c:13]2[c:14]([CH2:20][OH:21])[cH:15][c:16]([F:19])[cH:17][cH:18]2)[cH:9][cH:10][cH:11]1)=[O:22].[CH2:27]1[O:28][CH2:29][CH2:30][O:31][CH2:32]1.[P:23]([Br:24])([Br:25])[Br:26]>>[CH2:1]([CH3:2])[O:3][C:4]([CH2:5][c:6]1[cH:7][c:8]([O:12][c:13]2[c:14]([CH2:20][Br:24])[cH:15][c:16]([F:19])[cH:17][cH:18]2)[cH:9][cH:10][cH:11]1)=[O:22]. The reactants are BrCC=C(C[N+](=O)[O-])C (1-bromo-3-methyl-4-nitro-2-butene), C(C)OP(OCC)OCC (triethylphosphite). Product: C(C)OP(OCC)(=O)CC=C(C[N+](=O)[O-])C (4-nitro-3-methyl-2-butene-1-phosphonic acid diethylester). As a reaction SMILES: Br[CH2:2][CH:3]=[C:4]([CH3:9])[CH2:5][N+:6]([O-:8])=[O:7].[CH2:10]([O:12][P:13]([O:17]CC)[O:14][CH2:15][CH3:16])[CH3:11]>>[CH2:10]([O:12][P:13]([CH2:2][CH:3]=[C:4]([CH3:9])[CH2:5][N+:6]([O-:8])=[O:7])(=[O:17])[O:14][CH2:15][CH3:16])[CH3:11]. Reported procedure: To 0.1 Mol of 1-bromo-3-methyl-4-nitro-2-butene was added 0.1 Mol of triethylphosphite. The reaction was started by immersing the mixture into a 50° C. bath and completed under continued removal of bromoethane by distillation. The residue was purified via column chromatography over silica gel using ether as solvent. The product was obtained as a yellowish liquid. Starting materials: BrCc1ccccn1, Br, O=C([O-])[O-], [Cs+], [Cs+], N#Cc1ccc2[nH]c3c(c2c1)CC(N1C(=O)c2ccccc2C1=O)C3, CN(C)C=O, O. The product is N#Cc1ccc2c(c1)c1c(n2Cc2ccccn2)CC(N2C(=O)c3ccccc3C2=O)C1. Reaction SMILES: [Br:33][CH2:34][c:35]1[n:36][cH:37][cH:38][cH:39][cH:40]1.[BrH:32].[C:26](=[O:27])([O-:28])[O-:29].[Cs+:30].[Cs+:31].[O:1]=[C:2]1[N:3]([CH:12]2[CH2:13][c:14]3[c:15]([nH:16][c:17]4[cH:18][cH:19][c:20]([C:23]#[N:24])[cH:21][c:22]34)[CH2:25]2)[C:4](=[O:11])[c:5]2[cH:6][cH:7][cH:8][cH:9][c:10]21.[O:42]=[CH:43][N:44]([CH3:45])[CH3:46].[OH2:41]>>[O:1]=[C:2]1[N:3]([CH:12]2[CH2:13][c:14]3[c:15]([n:16]([CH2:34][c:35]4[n:36][cH:37][cH:38][cH:39][cH:40]4)[c:17]4[cH:18][cH:19][c:20]([C:23]#[N:24])[cH:21][c:22]34)[CH2:25]2)[C:4](=[O:11])[c:5]2[cH:6][cH:7][cH:8][cH:9][c:10]21.